Task: describe an organic reaction: reactants, conditions, products, and yield. Dataset: the Open Reaction Database (ORD), a public repository of structured organic reaction records Starting materials: O (water), C(C)(=O)C1=NC=CC(=C1)C(F)(F)F (2-acetyl-4-trifluoromethylpyridine), NO (hydroxylamine), C(C)(=O)[O-].[Na+] (sodium acetate), O (water). The solvent is C(C)O (ethanol). Product: C(/C)(\C1=NC=CC(=C1)C(F)(F)F)=N/O ((E)-2-acetyl-4-trifluoromethylpyridine oxime). Yield: 77.2%. As a reaction SMILES: [C:1]([C:4]1[CH:9]=[C:8]([C:10]([F:13])([F:12])[F:11])[CH:7]=[CH:6][N:5]=1)(=O)[CH3:2].[NH2:14][OH:15].C([O-])(=O)C.[Na+].O>C(O)C>[C:1](=[N:14]/[OH:15])(\[C:4]1[CH:9]=[C:8]([C:10]([F:13])([F:12])[F:11])[CH:7]=[CH:6][N:5]=1)/[CH3:2] |f:2.3|. Reported procedure: A solution of 2-acetyl-4-trifluoromethylpyridine (1.2 g), hydroxylamine (0.495 g) and sodium acetate (2.2 g) in a mixture of ethanol:water (20:10 ml) was heated under reflux for 2 hours. The reaction mixture was poured into water and extracted with ethyl acetate (×2). The combined extracts were washed with water, dried and concentrated to give a solid which was washed with hexane to give (E)-2-acetyl-4-trifluoromethylpyridine oxime (1.0 g, 77% yield) as a pale pink solid; 1H NMR (270 MHz): δ2.39...